From a dataset of the Open Reaction Database (ORD), a public repository of structured organic reaction records. describe an organic reaction: reactants, conditions, products, and yield Yields the product [Cl-].C(CCCCC)C1OC(CC1)OCCCCCCC=1SC=C[NH+]1 (6-[2-hexyl-tetrahydrofuran-5-yloxy]-hexyl-thiazolium-chloride). Reported procedure: Analogous to example 9 but starting from 2-hexyl-2,3-dihydrofuran and 6-chlorohexanol. Substitution of the chloro atom was performed with thiazole instead of pyridine in the same conditions but on a mixture of cis+trans isomers leading to the title compound as an highly hygroscopic compound. The reactants are C(CCCCC)C1OC=CC1 (2-hexyl-2,3-dihydrofuran), ClCCCCCCO (6-chlorohexanol), S1C=NC=C1 (thiazole). As a reaction SMILES: [CH2:1]([CH:7]1[CH2:11][CH:10]=[CH:9][O:8]1)[CH2:2][CH2:3][CH2:4][CH2:5][CH3:6].[Cl:12][CH2:13][CH2:14][CH2:15][CH2:16][CH2:17][CH2:18][OH:19].[S:20]1[CH:24]=[CH:23][N:22]=[CH:21]1>>[Cl-:12].[CH2:1]([CH:7]1[CH2:11][CH2:10][CH:9]([O:19][CH2:18][CH2:17][CH2:16][CH2:15][CH2:14][CH2:13][C:21]2[S:20][CH:24]=[CH:23][NH+:22]=2)[O:8]1)[CH2:2][CH2:3][CH2:4][CH2:5][CH3:6] |f:3.4|.